Dataset: the Open Reaction Database (ORD), a public repository of structured organic reaction records. Task: describe an organic reaction: reactants, conditions, products, and yield The reactants are CC(C)S (2-propanethiol), BrCC=1C=CC(=NC1)C#N (5-bromomethyl-pyridine-2-carbonitrile), C([O-])([O-])=O.[Cs+].[Cs+] (cesium carbonate). Run in CN(C)C=O (DMF), CCCCCC.CCOC(=O)C (hexane EtOAc). Conditions: time 16 hour. The product is C(C)(C)SCC=1C=CC(=NC1)C#N (5-iso-Propylthiomethyl-pyridine-2-carbonitrile). Isolated yield 77.1%. RXN SMILES: [CH3:1][CH:2]([SH:4])[CH3:3].Br[CH2:6][C:7]1[CH:8]=[CH:9][C:10]([C:13]#[N:14])=[N:11][CH:12]=1.C(=O)([O-])[O-].[Cs+].[Cs+]>CN(C=O)C.CCCCCC.CCOC(C)=O>[CH:2]([S:4][CH2:6][C:7]1[CH:8]=[CH:9][C:10]([C:13]#[N:14])=[N:11][CH:12]=1)([CH3:3])[CH3:1] |f:2.3.4,6.7|. Reported procedure: Add 2-propanethiol (0.53 mL, 5.6 mmol) to a slurry of 5-bromomethyl-pyridine-2-carbonitrile (1.1 g, 5.6 mmol) and cesium carbonate (1.8 g, 5.6 mmol) in DMF (10 mL) at room temperature under a nitrogen atmosphere. Stir the mixture for 16 h at room temperature. Dilute the mixture with hexane/EtOAc (1:1, 100 mL) and wash with 5% aqueous NaCl (3×30 mL). Collect the organic phase, concentrate in vacuo and purify the residue by chromatography on silica gel (40 g) eluting with hexane/EtOAc (20:1 to 7:3... The reactants are C1COCCO1, CNC, COc1cc(C(=O)N(C)Cc2csc(NC(=O)NCc3cccc(F)c3)n2)c(Cl)nn1. The product is COc1cc(C(=O)N(C)Cc2csc(NC(=O)NCc3cccc(F)c3)n2)c(N(C)C)nn1. Reaction SMILES: [CH2:35]1[O:36][CH2:37][CH2:38][O:39][CH2:40]1.[CH3:32][NH:33][CH3:34].[F:1][c:2]1[cH:3][c:4]([CH2:5][NH:6][C:7]([NH:8][c:9]2[s:10][cH:11][c:12]([CH2:14][N:15]([C:16](=[O:17])[c:18]3[c:19]([Cl:26])[n:20][n:21][c:22]([O:24][CH3:25])[cH:23]3)[CH3:27])[n:13]2)=[O:28])[cH:29][cH:30][cH:31]1>>[F:1][c:2]1[cH:3][c:4]([CH2:5][NH:6][C:7]([NH:8][c:9]2[s:10][cH:11][c:12]([CH2:14][N:15]([C:16](=[O:17])[c:18]3[c:19]([N:33]([CH3:32])[CH3:34])[n:20][n:21][c:22]([O:24][CH3:25])[cH:23]3)[CH3:27])[n:13]2)=[O:28])[cH:29][cH:30][cH:31]1.